From a dataset of the Open Reaction Database (ORD), a public repository of structured organic reaction records. describe an organic reaction: reactants, conditions, products, and yield The reactants are C(C)(C)(C)OC(NC1(CCC1)C1=CC=C(C=C1)C=1N=C2N(C=C(C=C2)Br)C1C1=CC=CC=C1)=O ({1-[4-(6-bromo-3-phenyl-imidazo[1,2-a]pyridin-2-yl)-phenyl]-cyclobutyl}-carbamic acid tert-butyl ester), C([O-])([O-])=O.[K+].[K+] (potassium carbonate), C(CCC)C(=C(CCCC)CCCC)[SnH3] (tributylvinyl stannane), trans-dichlorobis(triphenylphosphine) palladium (II). Reagents/catalysts: [Br-].C(C)[N+](CC)(CC)CC (tetraethylammonium bromide). The solvent is C1CCOC1 (THF). Run at temperature 120 celsius. Yields the product C(C)(C)(C)OC(NC1(CCC1)C1=CC=C(C=C1)C=1N=C2N(C=C(C=C2)C=C)C1C1=CC=CC=C1)=O ({1-[4-(3-phenyl-6-vinyl-imidazo[1,2-a]pyridin-2-yl)-phenyl]-cyclobutyl}-carbamic acid tert-butyl ester). As a reaction SMILES: [C:1]([O:5][C:6](=[O:34])[NH:7][C:8]1([C:12]2[CH:17]=[CH:16][C:15]([C:18]3[N:19]=[C:20]4[CH:25]=[CH:24][C:23](Br)=[CH:22][N:21]4[C:27]=3[C:28]3[CH:33]=[CH:32][CH:31]=[CH:30][CH:29]=3)=[CH:14][CH:13]=2)[CH2:11][CH2:10][CH2:9]1)([CH3:4])([CH3:3])[CH3:2].C(=O)([O-])[O-].[K+].[K+].[CH2:41](C([SnH3])=C(CCCC)CCCC)[CH2:42]CC>[Br-].C([N+](CC)(CC)CC)C.C1COCC1>[C:1]([O:5][C:6](=[O:34])[NH:7][C:8]1([C:12]2[CH:17]=[CH:16][C:15]([C:18]3[N:19]=[C:20]4[CH:25]=[CH:24][C:23]([CH:41]=[CH2:42])=[CH:22][N:21]4[C:27]=3[C:28]3[CH:33]=[CH:32][CH:31]=[CH:30][CH:29]=3)=[CH:14][CH:13]=2)[CH2:11][CH2:10][CH2:9]1)([CH3:4])([CH3:3])[CH3:2] |f:1.2.3,5.6|. Reported procedure: A mixture of {1-[4-(6-bromo-3-phenyl-imidazo[1,2-a]pyridin-2-yl)-phenyl]-cyclobutyl}-carbamic acid tert-butyl ester (70 mg, 60% purity by UPLC-MS), potassium carbonate (11.2 mg), tetraethylammonium bromide (22.1 mg), tributylvinyl stannane (38.5 mg) and trans-dichlorobis(triphenylphosphine) palladium (II) (1.7 mg) in THF (0.66 mL) under argon was heated at 120° C. for 45 min. On cooling the reaction was partitioned between DCM and water, the organic extract dried and concentrated to give the cru... Reactants: FC1=CC(=C(C=C1)[N+](=O)[O-])OC (4-Fluoro-2-methoxynitrobenzene), Cl (HCl), [OH-].[K+] (potassium hydroxide). Reaction conditions: temperature 90 celsius. Yields the product COC=1C=C(C=CC1[N+](=O)[O-])O (3-Methoxy-4-nitrophenol). Reaction SMILES: F[C:2]1[CH:7]=[CH:6][C:5]([N+:8]([O-:10])=[O:9])=[C:4]([O:11][CH3:12])[CH:3]=1.Cl.[OH-:14].[K+]>>[CH3:12][O:11][C:4]1[CH:3]=[C:2]([OH:14])[CH:7]=[CH:6][C:5]=1[N+:8]([O-:10])=[O:9] |f:2.3|. Reported procedure: 4-Fluoro-2-methoxynitrobenzene (4.68 g, 27.4 mmol) was suspended in a 5M potassium hydroxide solution (50 ml) and heated to 90° C. for 5 h. The red solution was cooled to room temperature and acidified to pH 6 with 1M HCl. The aqueous solution was extracted three times with ethyl acetate and the combined organics were washed with brine and dried over sodium sulfate. Removal of the solvent under reduced pressure, followed by purification by flash column chromatography (1:1 hexane/ethyl acetate) a... The reactants are FC1=C(C=O)C=C(C(=C1)O)OC (2-fluoro-4-hydroxy-5-methoxy-benzaldehyde), C1(=CC=CC=C1)P(C1=CC=CC=C1)C1=CC=CC=C1 (triphenylphosphine), C(C)N(CCCO)CC (3-(diethylamino)-propan-1-ol), N(=NC(=O)OCC)C(=O)OCC (diethyl azodicarboxylate). The solvent is O1CCCC1 (tetrahydrofuran), O (water). Conditions: temperature 0 celsius. Product: C(C)N(CCCOC1=CC(=C(C=O)C=C1OC)F)CC (4-(3-diethylamino-propoxy)-2-fluoro-5-methoxy-benzaldehyde). RXN SMILES: [F:1][C:2]1[CH:9]=[C:8]([OH:10])[C:7]([O:11][CH3:12])=[CH:6][C:3]=1[CH:4]=[O:5].C1(P(C2C=CC=CC=2)C2C=CC=CC=2)C=CC=CC=1.[CH2:32]([N:34]([CH2:39][CH3:40])[CH2:35][CH2:36][CH2:37]O)[CH3:33].N(C(OCC)=O)=NC(OCC)=O>O1CCCC1.O>[CH2:32]([N:34]([CH2:39][CH3:40])[CH2:35][CH2:36][CH2:37][O:10][C:8]1[C:7]([O:11][CH3:12])=[CH:6][C:3]([CH:4]=[O:5])=[C:2]([F:1])[CH:9]=1)[CH3:33]. Procedure: To 2-fluoro-4-hydroxy-5-methoxy-benzaldehyde (39, 1.20 g, 7.05 mmol, prepared as described in Scheme 12 of Example 15) in tetrahydrofuran (60.0 mL) were added triphenylphosphine (1.93 g, 7.35 mmol) and 3-(diethylamino)-propan-1-ol, (0.96 g, 7.30 mmol). The reaction was cooled to 0° C., followed by slow addition of diethyl azodicarboxylate (1.28 g, 7.35 mmol). The reaction was allowed to warm to room temperature overnight. The reaction was poured into water and extracted with ethyl acetate. The o... As a reaction SMILES: Cl[C:2]1[C:7]([Cl:8])=[CH:6][C:5]([N+:9]([O-:11])=[O:10])=[CH:4][N:3]=1.N[C:13](N)=[S:14].[OH-].[Na+].CI>C(O)C>[Cl:8][C:7]1[C:2]([S:14][CH3:13])=[N:3][CH:4]=[C:5]([N+:9]([O-:11])=[O:10])[CH:6]=1 |f:2.3|. Procedure details: 2,3-Dichloro-5-nitropyridine (7.90 g, 0.041 mol) (Synthesis, 1990, 499) was dissolved in ethanol (150 ml) and was treated with thiourea (3.43 g, 0.045 mol). The resultant mixture was then heated to reflux with stirring under argon. After 3 h, the reaction mixture was allowed to cool, and was left stirring at room temp. for 16 h. 10% Sodium hydroxide solution (160 ml) was then added and the reaction mixture was heated to reflux with stirring. After 1 h, the reaction mixture was cooled to 10° C., ... The reactants are [OH-].[Na+] (Sodium hydroxide), ClC1=NC=C(C=C1Cl)[N+](=O)[O-] (2,3-Dichloro-5-nitropyridine), NC(=S)N (thiourea), resultant mixture, CI (methyl iodide). Conditions: temperature 10 celsius, time 3 hour. The solvent is C(C)O (ethanol). Product: ClC=1C(=NC=C(C1)[N+](=O)[O-])SC (3-Chloro-2-methylthio-5-nitropyridine). Yield: 70.3%. Starting materials: N1(CCCCCC=NCCC1)C1CCCCCCCCCC1 (1,8-Diazabicycloundec-7-ene), hydroxymethyl, CN1C(=O)N2C=NC(=C2N=N1)C(=O)N (3-Methyl-4-oxo-3,4-dihydro-imidazo[5,1-d][1,2,3,5]tetrazine-8-carboxylic acid amide (Temozolomide)), ICC(=O)OCC (ethyl iodoacetate), Cl (HCl). The solvent is C(C)#N (acetonitrile). Conditions: time 8 hour. Product: C(N)(=O)C=1N=CN2C1N=NN(C2=O)CC(=O)OCC (Ethyl 2-(8-carbamoyl-4-oxoimidazo[5,1-d][1,2,3,5]tetrazin-3(4H)-yl)acetate). The yield is 13.1%. RXN SMILES: N1(C2CCCCCCCCCC2)CCCN=CCCCCC1.[CH3:23][N:24]1[N:33]=[N:32][C:31]2[N:27]([CH:28]=[N:29][C:30]=2[C:34]([NH2:36])=[O:35])[C:25]1=[O:26].IC[C:39]([O:41][CH2:42][CH3:43])=[O:40].Cl>C(#N)C>[C:34]([C:30]1[N:29]=[CH:28][N:27]2[C:25](=[O:26])[N:24]([CH2:23][C:39]([O:41][CH2:42][CH3:43])=[O:40])[N:33]=[N:32][C:31]=12)(=[O:35])[NH2:36]. Procedure details: 1,8-Diazabicycloundec-7-ene (DBU) (32 μL, 0.215 mmol, 1.5 eq.) was added dropwise to a suspension of the hydroxymethyl derivative of Temozolomide (3-(hydroxymethyl)-4-oxo-3,4-dihydroimidazo[5,1-d][1,2,3,5]tetrazine-8-carboxamide) (30 mg, 0.143 mmol) and ethyl iodoacetate (43 μL, 0.357 mmol, 2.5 eq.) in acetonitrile (700 μL). The resulting green suspension became homogeneous and was stirred overnight. The reaction was acidified with 1 N HCl and the yellow solution was extracted four times with et... Reactants: C1CCOC1, COC(=O)C1(CCNc2ccc(Br)cc2C)CCOCC1, CC(C)(C)[O-], ClCCl, [K+], O, [Sn]. The product is Cc1cc(Br)ccc1N1CCC2(CCOCC2)C1=O. Reaction SMILES: [CH2:30]1[O:31][CH2:32][CH2:33][CH2:34]1.[CH3:1][O:2][C:3](=[O:4])[C:5]1([CH2:11][CH2:12][NH:13][c:14]2[c:15]([CH3:21])[cH:16][c:17]([Br:20])[cH:18][cH:19]2)[CH2:6][CH2:7][O:8][CH2:9][CH2:10]1.[CH3:22][C:23]([CH3:24])([O-:25])[CH3:26].[Cl:35][CH2:36][Cl:37].[K+:27].[OH2:28].[Sn:29]>>[O:2]=[C:3]1[C:5]2([CH2:6][CH2:7][O:8][CH2:9][CH2:10]2)[CH2:11][CH2:12][N:13]1[c:14]1[c:15]([CH3:21])[cH:16][c:17]([Br:20])[cH:18][cH:19]1.